From a dataset of the Open Reaction Database (ORD), a public repository of structured organic reaction records. describe an organic reaction: reactants, conditions, products, and yield Procedure details: (4-Benzyloxy-phenyl)-(1-chloro-2,2,2-trifluoro-ethylidene)-amine (66 mmol) was added to a stirred flask of glacial acetic acid (250 ml) at 70° under nitrogen. After 4 min sodium azide (210 mmol) was added and heating was continued for 3 h. After cooling the mixture was filtered, the filtrate poured into water (750 ml) then extracted with dichloromethane (500 ml ×3). The combined organic extracts were dried (Na2SO4) and evaporated in vacuo. Purification by FCC using hexane-ethyl acetate (19:1) ga... Conditions: time 3 hour. As a reaction SMILES: [CH2:1]([O:8][C:9]1[CH:14]=[CH:13][C:12]([N:15]=[C:16](Cl)[C:17]([F:20])([F:19])[F:18])=[CH:11][CH:10]=1)[C:2]1[CH:7]=[CH:6][CH:5]=[CH:4][CH:3]=1.[N-:22]=[N+:23]=[N-:24].[Na+]>C(O)(=O)C>[CH2:1]([O:8][C:9]1[CH:14]=[CH:13][C:12]([N:15]2[C:16]([C:17]([F:20])([F:19])[F:18])=[N:24][N:23]=[N:22]2)=[CH:11][CH:10]=1)[C:2]1[CH:7]=[CH:6][CH:5]=[CH:4][CH:3]=1 |f:1.2|. Solvent: C(C)(=O)O (acetic acid). Starting materials: C(C1=CC=CC=C1)OC1=CC=C(C=C1)N=C(C(F)(F)F)Cl ((4-Benzyloxy-phenyl)-(1-chloro-2,2,2-trifluoro-ethylidene)-amine), [N-]=[N+]=[N-].[Na+] (sodium azide). Product: C(C1=CC=CC=C1)OC1=CC=C(C=C1)N1N=NN=C1C(F)(F)F (1-(4-Benzyloxy-phenyl)-5-trifluoromethyl-1 H-tetrazole). Isolated yield 68.6%.